Dataset: the Open Reaction Database (ORD), a public repository of structured organic reaction records. Task: describe an organic reaction: reactants, conditions, products, and yield The product is Cc1ccccc1OCCCc1oc(-n2ccnc2C(C)C)nc1-c1ccc(Cl)cc1. Starting materials: O=C([O-])[O-], CN(C)C=O, CC(C)c1ncc[nH]1, Cc1ccccc1OCCCc1oc(Cl)nc1-c1ccc(Cl)cc1, [K+], [K+], O. Reaction SMILES: [C:33](=[O:34])([O-:35])[O-:36].[CH3:39][N:40]([CH3:41])[CH:42]=[O:43].[CH:25]([CH3:26])([CH3:27])[c:28]1[nH:29][cH:30][cH:31][n:32]1.[Cl:1][c:2]1[o:3][c:4]([CH2:14][CH2:15][CH2:16][O:17][c:18]2[c:19]([CH3:24])[cH:20][cH:21][cH:22][cH:23]2)[c:5](-[c:7]2[cH:8][cH:9][c:10]([Cl:13])[cH:11][cH:12]2)[n:6]1.[K+:37].[K+:38].[OH2:44]>>[c:2]1(-[n:29]2[c:28]([CH:25]([CH3:26])[CH3:27])[n:32][cH:31][cH:30]2)[o:3][c:4]([CH2:14][CH2:15][CH2:16][O:17][c:18]2[c:19]([CH3:24])[cH:20][cH:21][cH:22][cH:23]2)[c:5](-[c:7]2[cH:8][cH:9][c:10]([Cl:13])[cH:11][cH:12]2)[n:6]1. The reactants are C(C1=CC=CC=C1)OC(CNC(=O)C=1N=C(C2=CC=CC=C2C1OCC1=CC=CC=C1)COC)=O ([(4-benzyloxy-1-methoxymethyl-isoquinoline-3-carbonyl)-amino]-acetic acid benzyl ester), CCOC(=O)C (EtOAc). The reagents and catalysts are [Pd] (Pd/C). Run in CO (MeOH). Reaction conditions: time 18 hour. Yields the product OC1=C(N=C(C2=CC=CC=C12)COC)C(=O)NCC(=O)O ([(4-Hydroxy-1-methoxymethyl-isoquinoline-3-carbonyl)-amino]-acetic acid). Yield: 89.5%. RXN SMILES: C([O:8][C:9](=[O:35])[CH2:10][NH:11][C:12]([C:14]1[N:15]=[C:16]([CH2:32][O:33][CH3:34])[C:17]2[C:22]([C:23]=1[O:24]CC1C=CC=CC=1)=[CH:21][CH:20]=[CH:19][CH:18]=2)=[O:13])C1C=CC=CC=1.CCOC(C)=O>[Pd].CO>[OH:24][C:23]1[C:22]2[C:17](=[CH:18][CH:19]=[CH:20][CH:21]=2)[C:16]([CH2:32][O:33][CH3:34])=[N:15][C:14]=1[C:12]([NH:11][CH2:10][C:9]([OH:35])=[O:8])=[O:13]. Reported procedure: A mixture of [(4-benzyloxy-1-methoxymethyl-isoquinoline-3-carbonyl)-amino]-acetic acid benzyl ester (134 mg, 0.285 mmol), Pd/C (100 mg, 10 wt % Pd), EtOAc (10 ml) and MeOH (50 ml) was stirred under a H2-atmosphere at ambient pressure and temperature for 18 h. Then the mixture was filtered through a pad of celite. Celite and filter cake were washed thoroughly with EtOAc and the combined organic phases were concentrated in vacuo to give the title compound as a tan solid (74 mg); MS-(−)-ion: M−1=28... Starting materials: CC(C)(C)O, Cl, Cn1cc(C=O)c2cccc(F)c21, [K+], O=[Mn](=O)(=O)[O-], [Na+], [Na+], O=P([O-])([O-])O. Product: Cn1cc(C(=O)O)c2cccc(F)c21. As a reaction SMILES: [C:28]([OH:29])([CH3:30])([CH3:31])[CH3:32].[ClH:27].[F:1][c:2]1[cH:3][cH:4][cH:5][c:6]2[c:7]([CH:12]=[O:13])[cH:8][n:9]([CH3:11])[c:10]12.[K+:26].[Mn:21]([O-:22])(=[O:23])(=[O:24])=[O:25].[Na+:19].[Na+:20].[P:14](=[O:15])([O-:16])([O-:17])[OH:18]>>[F:1][c:2]1[cH:3][cH:4][cH:5][c:6]2[c:7]([C:12](=[O:13])[OH:15])[cH:8][n:9]([CH3:11])[c:10]12. The reactants are Cc1c(Br)cccc1C(=O)O, BrC(Br)(Br)Br, CNOC, ClCCl, Cl, c1ccc(P(c2ccccc2)c2ccccc2)cc1, c1ccncc1. Yields the product CON(C)C(=O)c1cccc(Br)c1C. RXN SMILES: [Br:1][c:2]1[c:3]([CH3:11])[c:4]([C:5](=[O:6])[OH:7])[cH:8][cH:9][cH:10]1.[Br:23][C:24]([Br:25])([Br:26])[Br:27].[CH3:13][NH:14][O:15][CH3:16].[Cl:47][CH2:48][Cl:49].[ClH:12].[c:28]1([P:29]([c:30]2[cH:31][cH:32][cH:33][cH:34][cH:35]2)[c:36]2[cH:37][cH:38][cH:39][cH:40][cH:41]2)[cH:42][cH:43][cH:44][cH:45][cH:46]1.[cH:17]1[cH:18][cH:19][n:20][cH:21][cH:22]1>>[Br:1][c:2]1[c:3]([CH3:11])[c:4]([C:5](=[O:6])[N:14]([CH3:13])[O:15][CH3:16])[cH:8][cH:9][cH:10]1. Starting materials: COc1ccc(C(=O)O)c2c1oc1ccc([N+](=O)[O-])cc12, Cl, Cl, Cl[Cu], O=N[O-], [Na+], O, O. Yields the product COc1ccc(C(=O)O)c2c1oc1ccc(Cl)cc12. Reaction SMILES: [CH3:1][O:2][c:3]1[cH:4][cH:5][c:6]([C:19](=[O:20])[OH:21])[c:7]2[c:8]1[o:9][c:10]1[c:11]2[cH:12][c:13]([N+:16]([O-:17])=[O:18])[cH:14][cH:15]1.[ClH:23].[ClH:29].[Cu:30][Cl:31].[N:24]([O-:25])=[O:26].[Na+:27].[OH2:22].[OH2:28]>>[CH3:1][O:2][c:3]1[cH:4][cH:5][c:6]([C:19](=[O:20])[OH:21])[c:7]2[c:8]1[o:9][c:10]1[c:11]2[cH:12][c:13]([Cl:23])[cH:14][cH:15]1.